The task is: describe an organic reaction: reactants, conditions, products, and yield. This data is from the Open Reaction Database (ORD), a public repository of structured organic reaction records. Procedure details: To a suspension of 2-(2-methylpropyl)-5-(4,4,5,5-tetramethyl-1,3,2-dioxaborolan-2-yl)benzonitrile (D59) (600 mg), 2,5-dibromo-1,3-thiazole (767 mg), and Cs2CO3 (1028 mg) in 1,2-dimethoxyethane (DME) (10 mL)/water (2 mL) stirred under nitrogen at room temperature was added PdCl2(dppf)-CH2Cl2 adduct (344 mg). The reaction mixture was sealed and heated under microwave at 120° C. for 4 h. After cooling the reaction, the mixture was diluted with ethyl acetate and filtered through silical gel. The fil... Reactants: CC(CC1=C(C#N)C=C(C=C1)B1OC(C(O1)(C)C)(C)C)C (2-(2-methylpropyl)-5-(4,4,5,5-tetramethyl-1,3,2-dioxaborolan-2-yl)benzonitrile), BrC=1SC(=CN1)Br (2,5-dibromo-1,3-thiazole), C(=O)([O-])[O-].[Cs+].[Cs+] (Cs2CO3), O (water). The product is BrC1=CN=C(S1)C=1C=CC(=C(C#N)C1)CC(C)C (5-(5-bromo-1,3-thiazol-2-yl)-2-(2-methylpropyl)benzonitrile). Isolated yield 59.2%. Reagents/catalysts: C1=CC=C(C=C1)P([C-]2C=CC=C2)C3=CC=CC=C3.C1=CC=C(C=C1)P([C-]2C=CC=C2)C3=CC=CC=C3.Cl[Pd]Cl.[Fe+2].C(Cl)Cl (PdCl2(dppf) CH2Cl2). As a reaction SMILES: [CH3:1][CH:2]([CH3:21])[CH2:3][C:4]1[CH:11]=[CH:10][C:9](B2OC(C)(C)C(C)(C)O2)=[CH:8][C:5]=1[C:6]#[N:7].Br[C:23]1[S:24][C:25]([Br:28])=[CH:26][N:27]=1.C([O-])([O-])=O.[Cs+].[Cs+].O>COCCOC.C(OCC)(=O)C.C1C=CC(P(C2C=CC=CC=2)[C-]2C=CC=C2)=CC=1.C1C=CC(P(C2C=CC=CC=2)[C-]2C=CC=C2)=CC=1.Cl[Pd]Cl.[Fe+2].C(Cl)Cl>[Br:28][C:25]1[S:24][C:23]([C:9]2[CH:10]=[CH:11][C:4]([CH2:3][CH:2]([CH3:1])[CH3:21])=[C:5]([CH:8]=2)[C:6]#[N:7])=[N:27][CH:26]=1 |f:2.3.4,8.9.10.11.12|. The solvent is COCCOC (1,2-dimethoxyethane), C(C)(=O)OCC (ethyl acetate). Reactants: NC=1C=2N(C=C(C1)C(=O)N)C(=C(N2)C)C (8-Amino-2,3-dimethylimidazo[1,2-a]pyridine-6-carboxamide), CC1=C(CCl)C(=CC=C1)C (2,6-dimethylbenzylchloride), C([O-])([O-])=O.[Na+].[Na+] (sodium carbonate), [I-].[K+] (potassium iodide). Solvent: CC(=O)C (acetone), C(Cl)Cl (Methylene chloride). Product: CC=1N=C2N(C=C(C=C2NCC2=C(C=CC=C2C)C)C(=O)N)C1C (2,3-dimethyl-8-(2,6-dimethylbenzylamino)-imidazo[1,2-a]pyridine-6-carboxamide). Yield: 83.4%. RXN SMILES: [NH2:1][C:2]1[C:3]2[N:4]([C:11]([CH3:15])=[C:12]([CH3:14])[N:13]=2)[CH:5]=[C:6]([C:8]([NH2:10])=[O:9])[CH:7]=1.[CH3:16][C:17]1[CH:24]=[CH:23][CH:22]=[C:21]([CH3:25])[C:18]=1[CH2:19]Cl.C(=O)([O-])[O-].[Na+].[Na+].[I-].[K+]>C(Cl)Cl.CC(C)=O>[CH3:14][C:12]1[N:13]=[C:3]2[C:2]([NH:1][CH2:19][C:18]3[C:21]([CH3:25])=[CH:22][CH:23]=[CH:24][C:17]=3[CH3:16])=[CH:7][C:6]([C:8]([NH2:10])=[O:9])=[CH:5][N:4]2[C:11]=1[CH3:15] |f:2.3.4,5.6|. Reported procedure: 8-Amino-2,3-dimethylimidazo[1,2-a]pyridine-6-carboxamide (0.6 g, 2.9 mmol), 2,6-dimethylbenzylchloride (0.45 g, 2.9 mmol), sodium carbonate (1.0 g, 9.4 mmol) and potassium iodide (0.2 g, 1.3 mmol) were added to acetone (25 ml) and refluxed for 19 h. Methylene chloride was added and inorganic salts were filtered off. The solution was washed with a bicarbonate solution, the organic layer was separated, dried and the solvents were evaporated under reduced pressure. The residue was purified by colum... Starting materials: ClC1=NC=2N([C@@H](C(N(C2C=N1)C)=O)CC)C1CCCC1 ((R)-2-Chloro-8-cyclopentyl-7-ethyl-5-methyl-7,8-dihydropteridin-6(5H)-one), ClC=1NC=CN1 (2-chloro-1H-imidazole). Yields the product ClC=1N(C=CN1)C1=NC=2N([C@@H](C(N(C2C=N1)C)=O)CC)C1CCCC1 ((R)-2-(2-chloro-1H-imidazol-1-yl)-8-cyclopentyl-7-ethyl-5-methyl-7,8-dihydropteridin-6(5H)-one). Reaction SMILES: Cl[C:2]1[N:11]=[CH:10][C:9]2[N:8]([CH3:12])[C:7](=[O:13])[C@@H:6]([CH2:14][CH3:15])[N:5]([CH:16]3[CH2:20][CH2:19][CH2:18][CH2:17]3)[C:4]=2[N:3]=1.[Cl:21][C:22]1[NH:23][CH:24]=[CH:25][N:26]=1>>[Cl:21][C:22]1[N:23]([C:2]2[N:11]=[CH:10][C:9]3[N:8]([CH3:12])[C:7](=[O:13])[C@@H:6]([CH2:14][CH3:15])[N:5]([CH:16]4[CH2:20][CH2:19][CH2:18][CH2:17]4)[C:4]=3[N:3]=2)[CH:24]=[CH:25][N:26]=1. Reported procedure: The title compound was prepared similarly to the methods described in Example 185, with Intermediate B instead of Intermediate C and 2-chloro-1H-imidazole instead of 2-(3,5-dichlorophenyl)-1H-imidazole. LCMS: 361.2 m/z (M+H)+; ret. Time 10.06 min (Analytical Method C). The reactants are C(C)(=O)OC(C)=O (acetic anhydride), ClC1=C(C=CC(=C1)Cl)C1SC([C@@H](N1)C(=O)O)(C)C (2-(2,4-dichlorophenyl)-5,5-dimethylthiazolidine-4(S)-carboxylic acid). Run in O (water), O (water). Reaction conditions: temperature 100 celsius. The product is C(C)(=O)N1[C@@H](SC([C@@H]1C(=O)O)(C)C)C1=C(C=C(C=C1)Cl)Cl (3-Acetyl-2(S)-(2,4-dichlorophenyl)-5,5-dimethylthiazolidine-4(S)-carboxylic acid). Reaction SMILES: [C:1](OC(=O)C)(=[O:3])[CH3:2].[Cl:8][C:9]1[CH:14]=[C:13]([Cl:15])[CH:12]=[CH:11][C:10]=1[CH:16]1[NH:20][C@@H:19]([C:21]([OH:23])=[O:22])[C:18]([CH3:25])([CH3:24])[S:17]1>O>[C:1]([N:20]1[C@@H:19]([C:21]([OH:23])=[O:22])[C:18]([CH3:25])([CH3:24])[S:17][C@H:16]1[C:10]1[CH:11]=[CH:12][C:13]([Cl:15])=[CH:14][C:9]=1[Cl:8])(=[O:3])[CH3:2]. Reported procedure: 5.56 ml of acetic anhydride are given to a hot suspension containing 2-(2,4-dichlorophenyl)-5,5-dimethylthiazolidine-4(S)-carboxylic acid in 5.56 ml of water. The mixture is heated at 100° C. for 6 minutes, then cooled down and diluted with 10 ml of water. The crystalline precipitate is filtered to give the title compound in a yield of 2.57 g (73.8%). After recrystallization from a mixture of methanol and water, this acid melts at 233°-235° C., [α]d22 =-142. Reactants: Cc1ccccc1, CCCCCC1CCC(O)(c2cccc(F)c2)CC1, O, Cc1ccc(S(=O)(=O)O)cc1. Yields the product CCCCCC1CC=C(c2cccc(F)c2)CC1. RXN SMILES: [CH3:32][c:33]1[cH:34][cH:35][cH:36][cH:37][cH:38]1.[F:1][c:2]1[cH:3][c:4]([C:8]2([OH:19])[CH2:9][CH2:10][CH:11]([CH2:14][CH2:15][CH2:16][CH2:17][CH3:18])[CH2:12][CH2:13]2)[cH:5][cH:6][cH:7]1.[OH2:20].[c:21]1([CH3:22])[cH:23][cH:24][c:25]([S:26]([OH:27])(=[O:28])=[O:29])[cH:30][cH:31]1>>[F:1][c:2]1[cH:3][c:4]([C:8]2=[CH:9][CH2:10][CH:11]([CH2:14][CH2:15][CH2:16][CH2:17][CH3:18])[CH2:12][CH2:13]2)[cH:5][cH:6][cH:7]1.